From a dataset of the Open Reaction Database (ORD), a public repository of structured organic reaction records. describe an organic reaction: reactants, conditions, products, and yield Starting materials: CNC, CCOC(C)=O, CO, O=C1CC(NC(=O)C(F)(F)F)(c2ccc(-c3nc4ccn5c(-c6ncccn6)nnc5c4cc3-c3ccccc3)cc2)C1, [Na+], O=C([O-])O. Product: CN(C)C1CC(NC(=O)C(F)(F)F)(c2ccc(-c3nc4ccn5c(-c6ncccn6)nnc5c4cc3-c3ccccc3)cc2)C1. RXN SMILES: [CH3:44][NH:45][CH3:46].[CH3:47][CH2:48][O:49][C:50]([CH3:51])=[O:52].[CH3:58][OH:59].[F:1][C:2]([C:3](=[O:4])[NH:5][C:6]1([c:11]2[cH:12][cH:13][c:14](-[c:17]3[n:18][c:19]4[cH:20][cH:21][n:22]5[c:23]([c:24]4[cH:25][c:26]3-[c:27]3[cH:28][cH:29][cH:30][cH:31][cH:32]3)[n:33][n:34][c:35]5-[c:36]3[n:37][cH:38][cH:39][cH:40][n:41]3)[cH:15][cH:16]2)[CH2:7][C:8](=[O:10])[CH2:9]1)([F:42])[F:43].[Na+:57].[O-:53][C:54]([OH:55])=[O:56]>>[F:1][C:2]([C:3](=[O:4])[NH:5][C:6]1([c:11]2[cH:12][cH:13][c:14](-[c:17]3[n:18][c:19]4[cH:20][cH:21][n:22]5[c:23]([c:24]4[cH:25][c:26]3-[c:27]3[cH:28][cH:29][cH:30][cH:31][cH:32]3)[n:33][n:34][c:35]5-[c:36]3[n:37][cH:38][cH:39][cH:40][n:41]3)[cH:15][cH:16]2)[CH2:7][CH:8]([N:45]([CH3:44])[CH3:46])[CH2:9]1)([F:42])[F:43]. Starting materials: COC1=CC=C(COC2(COC2)C=2SC=CN2)C=C1 (2-(3-(4-methoxybenzyloxy)oxetan-3-yl)thiazole), C(C)(C)[N-]C(C)C.[Li+] (lithium diisopropylamide), C(CCC)[Sn](CCCC)(CCCC)Cl (tributyltin chloride). Solvent: O1CCCC1 (tetrahydrofuran). Reaction conditions: temperature -78 celsius, time 45 minute. Product: COC1=CC=C(COC2(COC2)C=2SC(=CN2)[Sn](CCCC)(CCCC)CCCC)C=C1 (2-(3-(4-methoxybenzyloxy)oxetan-3-yl)-5-(tributylstannyl)thiazole). As a reaction SMILES: [CH3:1][O:2][C:3]1[CH:19]=[CH:18][C:6]([CH2:7][O:8][C:9]2([C:13]3[S:14][CH:15]=[CH:16][N:17]=3)[CH2:12][O:11][CH2:10]2)=[CH:5][CH:4]=1.C([N-]C(C)C)(C)C.[Li+].[CH2:28]([Sn:32](Cl)([CH2:37][CH2:38][CH2:39][CH3:40])[CH2:33][CH2:34][CH2:35][CH3:36])[CH2:29][CH2:30][CH3:31]>O1CCCC1>[CH3:1][O:2][C:3]1[CH:4]=[CH:5][C:6]([CH2:7][O:8][C:9]2([C:13]3[S:14][C:15]([Sn:32]([CH2:33][CH2:34][CH2:35][CH3:36])([CH2:37][CH2:38][CH2:39][CH3:40])[CH2:28][CH2:29][CH2:30][CH3:31])=[CH:16][N:17]=3)[CH2:12][O:11][CH2:10]2)=[CH:18][CH:19]=1 |f:1.2|. Procedure: To a cold (−78° C.) solution of the 2-(3-(4-methoxybenzyloxy)oxetan-3-yl)thiazole (Example 11D) (1.8 g, 6.49 mmol) in tetrahydrofuran (11 mL) was added a solution of lithium diisopropylamide (7.79 mmol in 10 mL tetrahydrofuran) dropwise. The solution was stirred at −78° C. for 45 minutes, and tributyltin chloride (2.11 mL, 7.79 mmol) was added dropwise. The cold bath was removed, and the reaction slowly warmed to room temperature. The ambient reaction was then quenched by the addition of saturat...